Task: describe an organic reaction: reactants, conditions, products, and yield. Dataset: the Open Reaction Database (ORD), a public repository of structured organic reaction records The product is C(C)(C)(C)OC(=O)N[C@@H](CC1CCCCC1)[C@@H]1C[C@H](C(O1)=O)C(CC)(O)CC ((3S, 5S)-5-[(1S)-1-(N-t-Butoxycarbonylamino)-2-cyclohexylethyl]-3-[1-ethyl-1-hydroxypropyl]dihydrofuran-2(3H)-one). Reaction SMILES: C([Li])CCC.C(NC(C)C)(C)C.[C:13]([O:17][C:18]([NH:20][C@H:21]([C@H:29]1[O:33][C:32](=[O:34])[CH2:31][CH2:30]1)[CH2:22][CH:23]1[CH2:28][CH2:27][CH2:26][CH2:25][CH2:24]1)=[O:19])([CH3:16])([CH3:15])[CH3:14].[CH3:35][CH2:36][C:37](=[O:40])[CH2:38][CH3:39].[Cl-].[NH4+]>O1CCCC1.CCCCCC>[C:13]([O:17][C:18]([NH:20][C@H:21]([C@H:29]1[O:33][C:32](=[O:34])[C@H:31]([C:37]([CH2:38][CH3:39])([OH:40])[CH2:36][CH3:35])[CH2:30]1)[CH2:22][CH:23]1[CH2:24][CH2:25][CH2:26][CH2:27][CH2:28]1)=[O:19])([CH3:16])([CH3:14])[CH3:15] |f:4.5|. Run at time 30 minute. Solvent: O1CCCC1 (tetrahydrofuran), O1CCCC1 (tetrahydrofuran), CCCCCC (hexane). Procedure: 1.43 ml (3.58 mmoles) of butyllithium (as a 2.5M hexane solution) was added dropwise, at -78° C. and under an atmosphere of nitrogen, to a solution of 0.50 ml (3.57 mmoles) of diisopropylamine in 10 ml of anhydrous tetrahydrofuran. The mixture was then stirred for 30 minutes, after which a solution of 500 mg (1.61 mmoles) of (5S)-5-[(1S)-1-(N-t-butoxycarbonylamino)-2-cyclohexylethyl]dihydrofuran-2(3H)-one (prepared as described in Preparation 5) in 5 ml of anhydrous tetrahydrofuran was added the... Reactants: C(C)(C)(C)OC(=O)N[C@@H](CC1CCCCC1)[C@@H]1CCC(O1)=O ((5S)-5-[(1S)-1-(N-t-butoxycarbonylamino)-2-cyclohexylethyl]dihydrofuran-2(3H)-one), CCC(CC)=O (3-pentanone), [Cl-].[NH4+] (ammonium chloride), C(CCC)[Li] (butyllithium), C(C)(C)NC(C)C (diisopropylamine). Isolated yield 66.4%. Starting materials: CCN, O=[N+]([O-])c1ccccc1S(=O)(=O)Cl, O. Yields the product CCNS(=O)(=O)c1ccccc1[N+](=O)[O-]. RXN SMILES: [CH3:14][CH2:15][NH2:16].[N+:1](=[O:2])([O-:3])[c:4]1[c:5]([S:10](=[O:11])(=[O:12])[Cl:13])[cH:6][cH:7][cH:8][cH:9]1.[OH2:17]>>[N+:1](=[O:2])([O-:3])[c:4]1[c:5]([S:10](=[O:11])(=[O:12])[NH:16][CH2:15][CH3:14])[cH:6][cH:7][cH:8][cH:9]1. Reactants: [BH4-], CCOC(=O)C(=O)c1ccc(SC)c(Cl)c1, CO, [Na+]. The product is CCOC(=O)C(O)c1ccc(SC)c(Cl)c1. Reaction SMILES: [BH4-:17].[CH2:1]([CH3:2])[O:3][C:4]([C:5](=[O:6])[c:7]1[cH:8][c:9]([Cl:15])[c:10]([S:13][CH3:14])[cH:11][cH:12]1)=[O:16].[CH3:19][OH:20].[Na+:18]>>[CH2:1]([CH3:2])[O:3][C:4]([CH:5]([OH:6])[c:7]1[cH:8][c:9]([Cl:15])[c:10]([S:13][CH3:14])[cH:11][cH:12]1)=[O:16]. Reactants: C(C)OCCN1C=C(C2=CC=CC=C12)C1CCNCC1 (4-[1-(2-ethoxy-ethyl)-indol-3-yl]-piperidine), S(O)(O)(=O)=O (sulphuric acid), [OH-].[Na+] (sodium hydroxide), ClC1=CC(=C(C(=O)OCC)C=C1)OCC (ethyl 4-chloro-ethoxy-benzoate), C([O-])([O-])=O.[K+].[K+] (potassium carbonate). Solvent: O (water), C(C)O (ethyl alcohol), CCCC(C)=O (4-methyl-2-butanone). Reaction conditions: time 18 hour. Product: C(C)OCCN1C=C(C2=CC=CC=C12)C1CCN(CC1)CCOC1=CC=C(C(=O)O)C=C1 (4-{2-[4-(1-(2-ethoxy-ethyl)-1H-indol-3-yl)-piperidin-1-yl]-ethoxy}-benzoic acid). The yield is 48.6%. RXN SMILES: [CH2:1]([O:3][CH2:4][CH2:5][N:6]1[C:14]2[C:9](=[CH:10][CH:11]=[CH:12][CH:13]=2)[C:8]([CH:15]2[CH2:20][CH2:19][NH:18][CH2:17][CH2:16]2)=[CH:7]1)[CH3:2].Cl[C:22]1[CH:32]=[CH:31][C:25](C(OCC)=O)=[C:24]([O:33][CH2:34][CH3:35])[CH:23]=1.[C:36](=[O:39])([O-])[O-:37].[K+].[K+].[OH-].[Na+].S(=O)(=O)(O)O>CCCC(=O)C.C(O)C.O>[CH2:1]([O:3][CH2:4][CH2:5][N:6]1[C:14]2[C:9](=[CH:10][CH:11]=[CH:12][CH:13]=2)[C:8]([CH:15]2[CH2:16][CH2:17][N:18]([CH2:35][CH2:34][O:33][C:24]3[CH:25]=[CH:31][C:32]([C:36]([OH:37])=[O:39])=[CH:22][CH:23]=3)[CH2:19][CH2:20]2)=[CH:7]1)[CH3:2] |f:2.3.4,5.6|. Procedure details: 0.5 g (1.84 mmol) of 4-[1-(2-ethoxy-ethyl)-indol-3-yl]-piperidine and 0.55 g (2.4 mmol) of ethyl 4-chloro-ethoxy-benzoate were disolved in 6 mL of 4-methyl-2-butanone and 0.38 g (2.76 mmol) of potassium carbonate were added. The mixture was refluxed for 18 hours and after cooling, water was added, the organic layer separated, washed with water and brine. The solvent was distilled off. The obtained crude was disolved in 3 mL of ethyl alcohol 96% and 2 mL of a 2N aqueous sodium hydroxide solution ... Starting materials: BrCC(=O)C1=CC2C(S1)C=CS2 (2-Bromo-1-(3a,6a-dihydro-thieno[3,2-b]thiophen-2-yl)-ethanone), S1C2C(C=C1C(C)=O)SC=C2 (1-(3a,6a-Dihydro-thieno[3,2-b]thiophen-2-yl)-ethanone), [Br-].[Br-].[Br-].C1(=CC=CC=C1)[N+](C)(C)C.C1(=CC=CC=C1)[N+](C)(C)C.C1(=CC=CC=C1)[N+](C)(C)C (phenyltrimethylammonium tribromide). Solvent: C1CCOC1 (THF). Run at time 1 hour. The product is CON(C(=O)C1=CC2C(S1)C=CS2)C (3a,6a-Dihydro-thieno[3,2-b]thiophene-2-carboxylic acid methoxy-methyl-amide). As a reaction SMILES: BrC[C:3]([C:5]1[S:9][CH:8]2[CH:10]=[CH:11][S:12][CH:7]2[CH:6]=1)=[O:4].S1C([C:18](=[O:20])C)=CC2SC=CC12.[Br-].[Br-].[Br-].[C:27]1([N+:33](C)(C)C)C=CC=CC=1.C1([N+](C)(C)C)C=CC=CC=1.C1([N+](C)(C)C)C=CC=CC=1>C1COCC1>[CH3:18][O:20][N:33]([CH3:27])[C:3]([C:5]1[S:9][CH:8]2[CH:10]=[CH:11][S:12][CH:7]2[CH:6]=1)=[O:4] |f:2.3.4.5.6.7|. Procedure: 3a,6a-Dihydro-thieno[3,2-b]thiophene-2-carboxylic acid (2 g, 10.86 mmol) MeNHOMe-HCl (1.06 g, 10.86 mmol), HOBt (1.47 g, 10.86 mmol) and DIPEA (5.9 mL, 33.67 mmol) were combined in DMF (40 mL). To the stirred mixture was added EDCI (2.72 g, 14.12 mmol). After 5 h, EtOAc (100 mL) was added and the organics were washed with saturated aqueous NaHCO3 and brine then dried over MgSO4, filtered and concentrated. The crude residue was purified by silica column chromatography (20% to 45% EtOAc/Hex) to af...